This data is from the Open Reaction Database (ORD), a public repository of structured organic reaction records. The task is: describe an organic reaction: reactants, conditions, products, and yield Reactants: BrC1=C(C=C(C(=C1)C(OC(C)=O)OC(C)=O)Br)C(OC(C)=O)OC(C)=O (2,5-dibromo-α,α,α',α'-tetraacetoxy-1,4-xylene), S(O)(O)(=O)=O (sulfuric acid). Run in O (water), O (water), C(C)O (ethanol). Reaction conditions: temperature -10 celsius. Product: BrC1=C(C=O)C=C(C(=C1)C=O)Br (2,5-dibromoterephthalaldehyde). The yield is 86.8%. As a reaction SMILES: [Br:1][C:2]1[CH:7]=[C:6]([CH:8](OC(=O)C)[O:9]C(=O)C)[C:5]([Br:17])=[CH:4][C:3]=1[CH:18](OC(=O)C)[O:19]C(=O)C.S(=O)(=O)(O)O>C(O)C.O>[Br:1][C:2]1[CH:7]=[C:6]([CH:8]=[O:9])[C:5]([Br:17])=[CH:4][C:3]=1[CH:18]=[O:19]. Reported procedure: Unpurified 2,5-dibromo-α,α,α',α'-tetraacetoxy-1,4-xylene (60.5 g, 0.122 mole) was dissolved with stirring in three liters of hot ethanol. Then 450 ml of water was added followed by 75 ml of concentrated sulfuric acid which was added very slowly. After being allowed to reflux for an hour, the reaction mixture was diluted with 900 ml of hot water. Cooling overnight at -10° C. resulted in the recrystallization of 30.9 g (87% yield) of 2,5-dibromoterephthalaldehyde, mp 184°-189° C. (lit 189°-190.5° ... The reactants are [F-].[K+] (Potassium fluoride), BrC1=C(C=CC(=C1)[N+](=O)[O-])N=C=O (2-bromo-4-nitrophenyl isocyanate), FC(C(=C(F)F)F)(F)F (hexafluoropropene). Solvent: CN(C)C=O (DMF). Conditions: temperature 70 celsius. Product: BrC1=C(NC(C(C(F)(F)F)(C(F)(F)F)F)=O)C=CC(=C1)[N+](=O)[O-] (2'-Bromo-4'-nitro-2,3,3,3-tetrafluoro-2-(trifluoromethyl)propionanilide). Reaction SMILES: [F-:1].[K+].[Br:3][C:4]1[CH:9]=[C:8]([N+:10]([O-:12])=[O:11])[CH:7]=[CH:6][C:5]=1[N:13]=[C:14]=[O:15].[F:16][C:17]([F:24])([F:23])[C:18]([F:22])=[C:19]([F:21])[F:20]>CN(C=O)C>[Br:3][C:4]1[CH:9]=[C:8]([N+:10]([O-:12])=[O:11])[CH:7]=[CH:6][C:5]=1[NH:13][C:14](=[O:15])[C:18]([F:22])([C:19]([F:1])([F:21])[F:20])[C:17]([F:24])([F:23])[F:16] |f:0.1|. Procedure details: Potassium fluoride (23 grams; 0.4 mole) which was dried by heating strongly with a bunsen burner in a porcelain crucible and subsequently powdered, was added to 200 ml of a DMF solution of 2-bromo-4-nitrophenyl isocyanate (6 grams; 0.025 mole). The mixture was placed in a pressure vessel, purged with a small stream of hexafluoropropene, and heated to 70° C. while adding hexafluoropropene from a pre-weighed supply cylinder at 10-20 psig. A pressure drop occurred as the gas reacted, and the remain...